Task: describe an organic reaction: reactants, conditions, products, and yield. Dataset: the Open Reaction Database (ORD), a public repository of structured organic reaction records Reactants: FC=1C=CC(=NC1)C(=O)C1=CC=C2C=CC=NC2=C1N (7-[(5-fluoropyridin-2-yl)carbonyl]-8-aminoquinoline), CNS(=O)(=O)Cl (N-Methylsulfamoyl chloride), [BH4-].[Na+] (NaBH4), FC=1C=CC(=NC1)C(=O)C1=CC=C2C=CC=NC2=C1N (7-[(5-fluoropyridin-2-yl)carbonyl]-8-aminoquinoline), CNS(=O)(=O)Cl (N-Methylsulfamoyl chloride). Solvent: N1=CC=CC=C1 (pyridine). Yields the product FC=1C=CC(=NC1)C1N(S(NC=2C3=NC=CC=C3C=CC12)(=O)=O)C (1-(5-Fluoro-pyridin-2-yl)-2-methyl-1,4-dihydro-2H-3-thia-2,4,5-triaza-phenanthrene 3,3-dioxide). The yield is 6.9%. Reaction SMILES: [F:1][C:2]1[CH:3]=[CH:4][C:5]([C:8]([C:10]2[C:19]([NH2:20])=[C:18]3[C:13]([CH:14]=[CH:15][CH:16]=[N:17]3)=[CH:12][CH:11]=2)=O)=[N:6][CH:7]=1.[CH3:21][NH:22][S:23](Cl)(=[O:25])=[O:24].[BH4-].[Na+]>N1C=CC=CC=1>[F:1][C:2]1[CH:3]=[CH:4][C:5]([CH:8]2[C:10]3[CH:11]=[CH:12][C:13]4[C:18](=[N:17][CH:16]=[CH:15][CH:14]=4)[C:19]=3[NH:20][S:23](=[O:25])(=[O:24])[N:22]2[CH3:21])=[N:6][CH:7]=1 |f:2.3|. Reported procedure: In a similar fashion using route 27 general procedure 70, 7-[(5-fluoropyridin-2-yl)carbonyl]-8-aminoquinoline (Intermediate 373) (648 mg, 2.4 mmol), N-methylsulfamoyl chloride (Intermediate 213) (942 mg, 7.2 mmol) and NaBH4 (92 mg, 2.4 mmol) in pyridine (10 ml) gave the title compound (57 mg, 2.2%) after purification by preparative HPLC (acidic conditions).